From a dataset of the Open Reaction Database (ORD), a public repository of structured organic reaction records. describe an organic reaction: reactants, conditions, products, and yield Starting materials: CCOC(=O)c1ccc2[nH]c(-c3ccccc3)cc(=O)c2c1, CCO, [Na+], [OH-]. Yields the product O=C(O)c1ccc2[nH]c(-c3ccccc3)cc(=O)c2c1. RXN SMILES: [CH2:1]([CH3:2])[O:3][C:4](=[O:5])[c:6]1[cH:7][c:8]2[c:9](=[O:22])[cH:10][c:11](-[c:16]3[cH:17][cH:18][cH:19][cH:20][cH:21]3)[nH:12][c:13]2[cH:14][cH:15]1.[CH3:25][CH2:26][OH:27].[Na+:24].[OH-:23]>>[O:3]=[C:4]([OH:5])[c:6]1[cH:7][c:8]2[c:9](=[O:22])[cH:10][c:11](-[c:16]3[cH:17][cH:18][cH:19][cH:20][cH:21]3)[nH:12][c:13]2[cH:14][cH:15]1. Starting materials: FC(C=1C=C(C=CC1)N1C(NCC2=C1N=CC=C2)=O)(F)F (1-(m-trifluoromethylphenyl)-2-oxo-1,2,3,4-tetrahydropyrido[2,3-d]pyrimidine), COC(OC)=O (dimethylcarbonate), CN(C=O)C (dimethylformamide). Run in O (water). Product: FC(C=1C=C(C=CC1)N1C(N(CC2=C1N=CC=C2)C)=O)(F)F (1-(m-trifluoromethylphenyl)-3-methyl-2-oxo-1,2,3,4-tetrahydropyrido[2,3-d]pyrimidine). Yield: 76.3%. Reaction SMILES: [F:1][C:2]([F:21])([F:20])[C:3]1[CH:4]=[C:5]([N:9]2[C:14]3[N:15]=[CH:16][CH:17]=[CH:18][C:13]=3[CH2:12][NH:11][C:10]2=[O:19])[CH:6]=[CH:7][CH:8]=1.[CH3:22]OC(=O)OC.CN(C)C=O>O>[F:21][C:2]([F:20])([F:1])[C:3]1[CH:4]=[C:5]([N:9]2[C:14]3[N:15]=[CH:16][CH:17]=[CH:18][C:13]=3[CH2:12][N:11]([CH3:22])[C:10]2=[O:19])[CH:6]=[CH:7][CH:8]=1. Procedure details: A mixture of 0.5 g 1-(m-trifluoromethylphenyl)-2-oxo-1,2,3,4-tetrahydropyrido[2,3-d]pyrimidine, 0.8 g of dimethylcarbonate and 10 ml of dimethylformamide was reacted at 160° - 170° C in sealed-tube for 20 hours. After the reaction was finished, the solvent was distilled off from the mixture to leave a residue, to which was added water. This residue was extracted with ether and then dehydrated. The ether solution was applied on a column of alumina, and then eluted with ether. The ether was evapor... Reactants: CNC1=CC=C(C=C1)[N+](=O)[O-] (n-methyl-4-nitroaniline), C1(=CC=C(C=C1)S(=O)(=O)[O-])C.[NH+]1=CC=CC=C1 (pyridinium p-toluenesulfonate), ClC=1C=CN=C2C=C(C=NC12)OC (8-chloro-3-methoxy-1,5-naphthyridine), CCCCO (n-BuOH). The solvent is [OH-].[Na+] (NaOH). Conditions: temperature 100 celsius, time 4 hour. The product is COC1=CN=C2C(=CC=NC2=C1)N(C1=CC=C(C=C1)[N+](=O)[O-])C (7-methoxy-N-methyl-N-(4-nitrophenyl)-1,5-naphthyridin-4-amine). As a reaction SMILES: [CH3:1][NH:2][C:3]1[CH:8]=[CH:7][C:6]([N+:9]([O-:11])=[O:10])=[CH:5][CH:4]=1.C1(C)C=CC(S([O-])(=O)=O)=CC=1.[NH+]1C=CC=CC=1.Cl[C:30]1[CH:31]=[CH:32][N:33]=[C:34]2[C:39]=1[N:38]=[CH:37][C:36]([O:40][CH3:41])=[CH:35]2.CCCCO>[OH-].[Na+]>[CH3:41][O:40][C:36]1[CH:35]=[C:34]2[C:39]([C:30]([N:2]([CH3:1])[C:3]3[CH:4]=[CH:5][C:6]([N+:9]([O-:11])=[O:10])=[CH:7][CH:8]=3)=[CH:31][CH:32]=[N:33]2)=[N:38][CH:37]=1 |f:1.2,5.6|. Reported procedure: To a resealable pressure vessel was added n-methyl-4-nitroaniline (0.911 ml, 7.19 mmol), pyridinium p-toluenesulfonate (1.81 g, 7.19 mmol), 8-chloro-3-methoxy-1,5-naphthyridine (1.000 g, 5.14 mmol), and n-BuOH (15 mL). The vessel was sealed and heated to 100° C. After 4 h, the mixture was cooled to RT, diluted with 1 N NaOH, and extracted with EtOAc. The organic fraction was dried with Na2SO4, concentrated in vacuo, and purified by silica gel chromatography using 50-100% Hexanes:EtOAc to afford ... Starting materials: OCC(=O)C1=CC=CC=C1 (2-hydroxyacetophenone), resin, C[O-].[Na+] (NaOMe), CO (MeOH), FC=1C=C(C=O)C=CC1F (3,4-Difluorobenzaldehyde). Yields the product FC=1C=C(C=CC1F)C=CC(=O)C1=C(C=CC=C1)O (3-(3,4-difluorophenyl)-1-(2-hydroxyphenyl)-2-propen-1-one). Reaction SMILES: O[CH2:2][C:3]([C:5]1[CH:10]=[CH:9][CH:8]=[CH:7][CH:6]=1)=[O:4].[F:11][C:12]1[CH:13]=[C:14]([CH:17]=[CH:18][C:19]=1[F:20])[CH:15]=O.C[O-:22].[Na+].CO>C(OC)(OC)OC>[F:11][C:12]1[CH:13]=[C:14]([CH:15]=[CH:2][C:3]([C:5]2[CH:6]=[CH:7][CH:8]=[CH:9][C:10]=2[OH:22])=[O:4])[CH:17]=[CH:18][C:19]=1[F:20] |f:2.3|. Reported procedure: A mixture of 2-hydroxyacetophenone on Wang resin (2.0 g, 1.76 mmol) was swelled in trimethyl orthoformate (20 mL) for 10 min. 3,4-Difluorobenzaldehyde (6.0 mmol) was added and 25% NaOMe in MeOH (0.86 g, 4.0 mmol) was added to the mixture dropwise over 30 min. The mixture was then stirred for an additional 0.5 h. The resin was filtered and washed with alternating MeOH and CH2Cl2 (×5) and dried under high vacuum overnight to give 2.17 g of 3-(3,4-difluorophenyl)-1-(2-hydroxyphenyl)-2-propen-1-one ... Run at time 0.5 hour. The solvent is C(OC)(OC)OC (trimethyl orthoformate). Starting materials: CC(C)([O-])C.[K+] (potassium tert-butoxide), O (Water), C(C=C)Br (Allyl bromide), COC1=CC=C2C(C(CSC2=C1)C1=CC=C(C=C1)OC)=O (7-methoxy-3-(4-methoxyphenyl)thiochroman-4-one). Solvent: CS(=O)C (dimethyl sulfoxide), CS(=O)C (dimethyl sulfoxide). Reaction conditions: temperature 10 celsius, time 15 hour. The product is COC1=CC=C2C(C(CSC2=C1)(CC=C)C1=CC=C(C=C1)OC)=O (7-methoxy-3-(4-methoxyphenyl)-3-(2-propenyl)thiochroman-4-one). Isolated yield 78.7%. RXN SMILES: [CH2:1](Br)[CH:2]=[CH2:3].[CH3:5][O:6][C:7]1[CH:16]=[C:15]2[C:10]([C:11](=[O:25])[CH:12]([C:17]3[CH:22]=[CH:21][C:20]([O:23][CH3:24])=[CH:19][CH:18]=3)[CH2:13][S:14]2)=[CH:9][CH:8]=1.CC(C)([O-])C.[K+].O>CS(C)=O>[CH3:5][O:6][C:7]1[CH:16]=[C:15]2[C:10]([C:11](=[O:25])[C:12]([C:17]3[CH:22]=[CH:21][C:20]([O:23][CH3:24])=[CH:19][CH:18]=3)([CH2:3][CH:2]=[CH2:1])[CH2:13][S:14]2)=[CH:9][CH:8]=1 |f:2.3|. Reported procedure: Allyl bromide (5.7 ml, 66.56 mmol) was added dropwise to a solution of 7-methoxy-3-(4-methoxyphenyl)thiochroman-4-one (2 g, 6.64 mmol) in dimethyl sulfoxide (34 ml). To this mixture, a solution of potassium tert-butoxide (5.22 g, 46.55 mmol) in dimethyl sulfoxide (70 ml) was slowly added dropwise at 10° C., followed by stirring for 2 hours at 10° C. and for 15 hours at room temperature. Water was added to the reaction mixture, which was then extracted three times with ethyl acetate. The combined... The reactants are OC(=O)C(F)(F)F.C(CCCCCCC\C=C/CCCCCCCC)(=O)OCCNCCOC(CCCCCCC\C=C/CCCCCCCC)=O ((Z)-azanediylbis(ethane-2,1-diyl) dioleate TFA salt), C(=O)([O-])[O-].[K+].[K+] (K2CO3), OC(=O)C(F)(F)F.C(CCCCCCC\C=C/CCCCCCCC)(=O)OCCNCCOC(CCCCCCC\C=C/CCCCCCCC)=O ((Z)-azanediylbis(ethane-2,1-diyl) dioleate TFA salt), CN(CCSCC(=O)O)C (2-((2-(dimethylamino)ethyl)thio)acetic acid), CCN=C=NCCCN(C)C.Cl (EDC HCl). Reagents/catalysts: CN(C)C=1C=CN=CC1 (DMAP). Run in C(Cl)Cl (DCM), CO (methanol), O (water). Conditions: temperature 2.5 celsius, time 30 minute. Product: C(CCCCCCC\C=C/CCCCCCCC)(=O)OCCN(CCOC(CCCCCCC\C=C/CCCCCCCC)=O)C(CSCCN(C)C)=O ((Z)-((2-((2-(dimethylamino)ethyl)thio)acetyl)azanediyl)bis(ethane-2,1-diyl) dioleate). As a reaction SMILES: OC(C(F)(F)F)=O.[C:8]([O:27][CH2:28][CH2:29][NH:30][CH2:31][CH2:32][O:33][C:34](=[O:52])[CH2:35][CH2:36][CH2:37][CH2:38][CH2:39][CH2:40][CH2:41]/[CH:42]=[CH:43]\[CH2:44][CH2:45][CH2:46][CH2:47][CH2:48][CH2:49][CH2:50][CH3:51])(=[O:26])[CH2:9][CH2:10][CH2:11][CH2:12][CH2:13][CH2:14][CH2:15]/[CH:16]=[CH:17]\[CH2:18][CH2:19][CH2:20][CH2:21][CH2:22][CH2:23][CH2:24][CH3:25].C([O-])([O-])=O.[K+].[K+].[CH3:59][N:60]([CH3:68])[CH2:61][CH2:62][S:63][CH2:64][C:65](O)=[O:66].CCN=C=NCCCN(C)C.Cl>C(Cl)Cl.CN(C1C=CN=CC=1)C.CO.O>[C:8]([O:27][CH2:28][CH2:29][N:30]([C:65](=[O:66])[CH2:64][S:63][CH2:62][CH2:61][N:60]([CH3:68])[CH3:59])[CH2:31][CH2:32][O:33][C:34](=[O:52])[CH2:35][CH2:36][CH2:37][CH2:38][CH2:39][CH2:40][CH2:41]/[CH:42]=[CH:43]\[CH2:44][CH2:45][CH2:46][CH2:47][CH2:48][CH2:49][CH2:50][CH3:51])(=[O:26])[CH2:9][CH2:10][CH2:11][CH2:12][CH2:13][CH2:14][CH2:15]/[CH:16]=[CH:17]\[CH2:18][CH2:19][CH2:20][CH2:21][CH2:22][CH2:23][CH2:24][CH3:25] |f:0.1,2.3.4,6.7|. Procedure details: Synthesis of (Z)-azanediylbis(ethane-2,1-diyl) dioleate TFA salt previously described. (Z)-azanediylbis(ethane-2,1-diyl) dioleate TFA salt (4.06 g, 6.41 mmol) was stirred in DCM (60 mL) with 10% K2CO3 (30 mL) at 0-5° C. After 30 min, the organic phase was separated and the aqueous phase was further extracted with DCM (30 mL). The combined organic phases were stirred with anhydrous MgSO4 for a period of 30 minutes at 0-5° C., filtered, and washed with DCM (30 mL). To the combined filtrates were a... Reactants: CN1C2=CC=CC=C2C=2C(CCCC12)=NO (1,2,3,9-Tetrahydro-9-methyl-4H-carbazol-4-one oxime), polyphosphoric acid, O1CCOCC1 (dioxan), Intermediate 6. The product is CN1C2=C(C=3C=CC=CC13)C(NCCC2)=O (3,4,5,6,-Tetrahydro-6-methylazepino[4,3-b]indol-1(2H)-one). As a reaction SMILES: [CH3:1][N:2]1[C:14]2[CH2:13][CH2:12][CH2:11][C:10](=[N:15]O)[C:9]=2[C:8]2[C:3]1=[CH:4][CH:5]=[CH:6][CH:7]=2.[O:17]1CCOCC1>>[CH3:1][N:2]1[C:3]2[CH:4]=[CH:5][CH:6]=[CH:7][C:8]=2[C:9]2[C:10](=[O:17])[NH:15][CH2:11][CH2:12][CH2:13][C:14]1=2. Reported procedure: 1,2,3,9-Tetrahydro-9-methyl-4H-carbazol-4-one oxime (24 g) and polyphosphoric acid (600 g) in dioxan (500 ml) were treated according to the method described for Intermediate 6. The solid (22 g) obtained by evaporation of the organic extracts was recrystallised from ethyl acetate (300 ml) to give a solid (19.2 g). This was purified by FCC eluting with System A (200:8:1) to give the title compound (5.5 g), m.p. 212°-215°. Starting materials: C(C)(C)(C)OC(NC1=C(C=C(C=C1)C#CC1=C(C=CC=C1)F)N)=O ([2-amino-4-(2-fluoro-phenylethynyl)-phenyl]-carbamic acid tert.-butyl ester), CC1(OC(C=C(O1)C=1C=C(C#N)C=CC1)=O)C (3-(2,2-dimethyl-6-oxo-6H-[1,3]dioxin-4-yl)-benzonitrile). The product is C(C)(C)(C)OC(NC1=C(C=C(C=C1)C#CC1=C(C=CC=C1)F)NC(CC(=O)C1=CC(=CC=C1)C#N)=O)=O ([2-[3-(3-Cyano-phenyl)-3-oxo-propionylamino]-4-(2-fluoro-phenylethynyl)-phenyl]-carbamic acid tert.-butyl ester). The yield is 57.5%. As a reaction SMILES: [C:1]([O:5][C:6](=[O:24])[NH:7][C:8]1[CH:13]=[CH:12][C:11]([C:14]#[C:15][C:16]2[CH:21]=[CH:20][CH:19]=[CH:18][C:17]=2[F:22])=[CH:10][C:9]=1[NH2:23])([CH3:4])([CH3:3])[CH3:2].CC1(C)[O:31][C:30]([C:32]2[CH:33]=[C:34]([CH:37]=[CH:38][CH:39]=2)[C:35]#[N:36])=[CH:29][C:28](=O)[O:27]1>>[C:1]([O:5][C:6](=[O:24])[NH:7][C:8]1[CH:13]=[CH:12][C:11]([C:14]#[C:15][C:16]2[CH:21]=[CH:20][CH:19]=[CH:18][C:17]=2[F:22])=[CH:10][C:9]=1[NH:23][C:28](=[O:27])[CH2:29][C:30]([C:32]1[CH:39]=[CH:38][CH:37]=[C:34]([C:35]#[N:36])[CH:33]=1)=[O:31])([CH3:4])([CH3:2])[CH3:3]. Reported procedure: Prepared from [2-amino-4-(2-fluoro-phenylethynyl)-phenyl]-carbamic acid tert.-butyl ester (Example G34) (163 mg, 0.5 mmol) and 3-(2,2-dimethyl-6-oxo-6H-[1,3]dioxin-4-yl)-benzonitrile (Example J4) (126 mg, 0.55 mmol) according to the general procedure K. Obtained as a brown solid (143 mg). The reactants are CCCNc1nc(C(F)(F)F)ccc1C=CC(=O)O, Cl, Cc1cc(CN)cc(F)c1NS(C)(=O)=O. Product: CCCNc1nc(C(F)(F)F)ccc1C=CC(=O)NCc1cc(C)c(NS(C)(=O)=O)c(F)c1. RXN SMILES: [CH2:17]([CH2:18][CH3:19])[NH:20][c:21]1[n:22][c:23]([C:32]([F:33])([F:34])[F:35])[cH:24][cH:25][c:26]1[CH:27]=[CH:28][C:29](=[O:30])[OH:31].[ClH:16].[NH2:1][CH2:2][c:3]1[cH:4][c:5]([F:15])[c:6]([NH:10][S:11](=[O:12])(=[O:13])[CH3:14])[c:7]([CH3:9])[cH:8]1>>[NH:1]([CH2:2][c:3]1[cH:4][c:5]([F:15])[c:6]([NH:10][S:11](=[O:12])(=[O:13])[CH3:14])[c:7]([CH3:9])[cH:8]1)[C:29]([CH:28]=[CH:27][c:26]1[c:21]([NH:20][CH2:17][CH2:18][CH3:19])[n:22][c:23]([C:32]([F:33])([F:34])[F:35])[cH:24][cH:25]1)=[O:30].